Task: describe an organic reaction: reactants, conditions, products, and yield. Dataset: the Open Reaction Database (ORD), a public repository of structured organic reaction records Run at time 30 minute. Reactants: FC=1C=C2C(=NC1)C(=NN2C)C2=CC=C(C=C2)O (4-(6-fluoro-1-methyl-1H-pyrazolo[4,3-b]pyridin-3-yl)phenol), [H-].[Na+] (NaH), O (water), COCCN1C(=NC=2C1=NC=CC2)S(=O)(=O)C (3-(2-methoxyethyl)-2-(methylsulfonyl)-3H-imidazo[4,5-b]pyridine). Reaction SMILES: [F:1][C:2]1[CH:3]=[C:4]2[N:10]([CH3:11])[N:9]=[C:8]([C:12]3[CH:17]=[CH:16][C:15]([OH:18])=[CH:14][CH:13]=3)[C:5]2=[N:6][CH:7]=1.[H-].[Na+].[CH3:21][O:22][CH2:23][CH2:24][N:25]1[C:29]2=[N:30][CH:31]=[CH:32][CH:33]=[C:28]2[N:27]=[C:26]1S(C)(=O)=O.O>CN(C=O)C>[F:1][C:2]1[CH:3]=[C:4]2[N:10]([CH3:11])[N:9]=[C:8]([C:12]3[CH:17]=[CH:16][C:15]([O:18][C:26]4[N:25]([CH2:24][CH2:23][O:22][CH3:21])[C:29]5=[N:30][CH:31]=[CH:32][CH:33]=[C:28]5[N:27]=4)=[CH:14][CH:13]=3)[C:5]2=[N:6][CH:7]=1 |f:1.2|. The solvent is CN(C)C=O (DMF). Yields the product FC=1C=C2C(=NC1)C(=NN2C)C2=CC=C(C=C2)OC2=NC=1C(=NC=CC1)N2CCOC (6-Fluoro-3-(4-{[3-(2-methoxyethyl)-3H-imidazo[4,5-b]pyridin-2-yl]oxy}phenyl)-1-methyl-1H-pyrazolo[4,3-b]pyridine). Yield: 44.0%. Procedure: To a stirred solution of 4-(6-fluoro-1-methyl-1H-pyrazolo[4,3-b]pyridin-3-yl)phenol (37 mg) in DMF (4 mL) was added NaH (60% in oil, 4.02 mg) at room temperature. The mixture was stirred at room temperature for 30 min, and then 3-(2-methoxyethyl)-2-(methylsulfonyl)-3H-imidazo[4,5-b]pyridine (52 mg) was added. The mixture was exposed to microwave irradiation at 180° C. for 30 min, treated with water, and extracted with AcOEt. The organic layer was dried over MgSO4 and concentrated under reduced p... Starting materials: OC(C#CCC(=O)OC)CC (methyl 4-hydroxyhex-2-ynecarboxylate), N1=CC=CC=C1 (pyridine), C(C)(=O)Cl (acetyl chloride). Run in ClCCl (dichloromethane). Conditions: time 16 hour. Product: C(C)(=O)OC(C#CCC(=O)OC)CC (methyl 4-acetoxyhex-2-ynecarboxylate). The yield is 82.7%. As a reaction SMILES: [OH:1][CH:2]([CH2:10][CH3:11])[C:3]#[C:4][CH2:5][C:6]([O:8][CH3:9])=[O:7].N1C=CC=CC=1.[C:18](Cl)(=[O:20])[CH3:19]>ClCCl>[C:18]([O:1][CH:2]([CH2:10][CH3:11])[C:3]#[C:4][CH2:5][C:6]([O:8][CH3:9])=[O:7])(=[O:20])[CH3:19]. Reported procedure: A solution of 355 mg (2.5 mmol) of methyl 4-hydroxyhex-2-ynecarboxylate (cf. J. Kunes et al., Coll. Czech. Chem. Comm. 66, 1809-1830, 2001) and 243 μl (3 mmol) of pyridine in 25 ml of dichloromethane is slowly admixed at 0° C. with 196 μl (3 mmol) of acetyl chloride. After 16 h at room temperature, the mixture is washed successively with dilute aqueous sulphuric acid and sodium hydrogencarbonate solution. Drying over magnesium sulphate and concentrating the organic phase affords 410 mg (89% of t... Reactants: acetate salt, FC(C=1C=C(C=CC1)C1=NC2=C(N1)C=CC=C2C(=O)OC)(F)F (methyl 2-(3′-trifluoromethylphenyl)-1-H-benzimidazole-4-carboxylate), N (ammonia), 12.96, 12.95. The product is FC(C=1C=C(C=CC1)C1=NC2=C(N1)C=CC=C2C(=O)N)(F)F (2-(3′-Trifluoromethylphenyl)-1-H-benzimidazole-4-carboxamide). As a reaction SMILES: [F:1][C:2]([F:23])([F:22])[C:3]1[CH:4]=[C:5]([C:9]2[NH:13][C:12]3[CH:14]=[CH:15][CH:16]=[C:17]([C:18](OC)=[O:19])[C:11]=3[N:10]=2)[CH:6]=[CH:7][CH:8]=1.[NH3:24]>>[F:23][C:2]([F:1])([F:22])[C:3]1[CH:4]=[C:5]([C:9]2[NH:13][C:12]3[CH:14]=[CH:15][CH:16]=[C:17]([C:18]([NH2:24])=[O:19])[C:11]=3[N:10]=2)[CH:6]=[CH:7][CH:8]=1. Reported procedure: Following standard procedure C, the acetate salt of methyl 2-(3′-trifluoromethylphenyl)-1-H-benzimidazole-4-carboxylate (134.8 mg, 0.358 mmol) was treated with excess liquid ammonia in a sealed vessel. The product was purified by recrystallisation from methanol, to yield off-white needles. (78 mg, 72%). mp 268-270° C.; Found C 57.68 H 3.82 N 12.96 C15H10F3N3O.0.6CH3OH Requires C 57.74 H 3.82 N 12.95; vmax(cm−1) 3488.83, 3348.86, 3176.45, 1667.66, 1600.93, 1329.63; δH 7.44-7.52 (1H, t), 7.88-8.04... Starting materials: COC(=O)c1cc(Br)oc1C, COc1ccccc1B(O)O, COCCOC, [Na+], [Na+], O=C([O-])[O-], O, c1ccc(P(c2ccccc2)(c2ccccc2)[Pd](P(c2ccccc2)(c2ccccc2)c2ccccc2)(P(c2ccccc2)(c2ccccc2)c2ccccc2)P(c2ccccc2)(c2ccccc2)c2ccccc2)cc1. The product is COC(=O)c1cc(-c2ccccc2OC)oc1C. As a reaction SMILES: [Br:1][c:2]1[cH:3][c:4]([C:8](=[O:9])[O:10][CH3:11])[c:5]([CH3:7])[o:6]1.[CH3:12][O:13][c:14]1[c:15]([B:20]([OH:21])[OH:22])[cH:16][cH:17][cH:18][cH:19]1.[CH3:29][O:30][CH2:31][CH2:32][O:33][CH3:34].[Na+:23].[Na+:24].[O-:25][C:26](=[O:27])[O-:28].[OH2:112].[cH:35]1[cH:36][cH:37][c:38]([P:39]([Pd:40]([P:41]([c:42]2[cH:43][cH:44][cH:45][cH:46][cH:47]2)([c:48]2[cH:49][cH:50][cH:51][cH:52][cH:53]2)[c:54]2[cH:55][cH:56][cH:57][cH:58][cH:59]2)([P:60]([c:61]2[cH:62][cH:63][cH:64][cH:65][cH:66]2)([c:67]2[cH:68][cH:69][cH:70][cH:71][cH:72]2)[c:73]2[cH:74][cH:75][cH:76][cH:77][cH:78]2)[P:79]([c:80]2[cH:81][cH:82][cH:83][cH:84][cH:85]2)([c:86]2[cH:87][cH:88][cH:89][cH:90][cH:91]2)[c:92]2[cH:93][cH:94][cH:95][cH:96][cH:97]2)([c:98]2[cH:99][cH:100][cH:101][cH:102][cH:103]2)[c:104]2[cH:105][cH:106][cH:107][cH:108][cH:109]2)[cH:110][cH:111]1>>[c:2]1(-[c:15]2[c:14]([O:13][CH3:12])[cH:19][cH:18][cH:17][cH:16]2)[cH:3][c:4]([C:8](=[O:9])[O:10][CH3:11])[c:5]([CH3:7])[o:6]1. Reactants: CO, COC(=O)C(N)(CCCN)C(F)F, Cl, Cl. The product is NC1(C(F)F)CCCNC1=O. RXN SMILES: [CH3:16][OH:17].[CH3:3][O:4][C:5]([C:6]([CH2:7][CH2:8][CH2:9][NH2:10])([NH2:11])[CH:12]([F:13])[F:14])=[O:15].[ClH:1].[ClH:2]>>[O:4]=[C:5]1[C:6]([NH2:11])([CH:12]([F:13])[F:14])[CH2:7][CH2:8][CH2:9][NH:10]1. The product is COC(=O)N1CCN(c2cccc(CS(=O)(=O)C=C3CN(C(c4ccc(Cl)cc4)c4ccc(Cl)cc4)C3)c2)CC1. RXN SMILES: [CH3:48][CH2:49][O:50][C:51](=[O:52])[CH3:53].[Cl:12][c:13]1[cH:14][cH:15][c:16]([CH:19]([N:20]2[CH2:21][C:22](=[CH:24][S:25](=[O:26])(=[O:27])[CH2:28][c:29]3[cH:30][c:31]([N:35]4[CH2:36][CH2:37][NH:38][CH2:39][CH2:40]4)[cH:32][cH:33][cH:34]3)[CH2:23]2)[c:41]2[cH:42][cH:43][c:44]([Cl:47])[cH:45][cH:46]2)[cH:17][cH:18]1.[Cl:7][C:8](=[O:9])[O:10][CH3:11].[OH2:54].[cH:1]1[cH:2][cH:3][n:4][cH:5][cH:6]1>>[C:8](=[O:9])([O:10][CH3:11])[N:38]1[CH2:37][CH2:36][N:35]([c:31]2[cH:30][c:29]([CH2:28][S:25]([CH:24]=[C:22]3[CH2:21][N:20]([CH:19]([c:16]4[cH:15][cH:14][c:13]([Cl:12])[cH:18][cH:17]4)[c:41]4[cH:42][cH:43][c:44]([Cl:47])[cH:45][cH:46]4)[CH2:23]3)(=[O:26])=[O:27])[cH:34][cH:33][cH:32]2)[CH2:40][CH2:39]1. Starting materials: CCOC(C)=O, O=S(=O)(C=C1CN(C(c2ccc(Cl)cc2)c2ccc(Cl)cc2)C1)Cc1cccc(N2CCNCC2)c1, COC(=O)Cl, O, c1ccncc1. Reactants: C1=CC2=C(N=C1)N(N=N2)O (HOAT), CCN=C=NCCCN(C)C (EDCI), N[C@@](C(=O)N)(CC1=CC(=C(C=C1)OC)OC)C1CCOCC1 ((S)-2-amino-3-(3,4-dimethoxy-phenyl)-(tetrahydropyran-4-yl)-propionamide), FC(C=1C=C(C=CC1)S(=O)(=O)N1[C@@H](CCCC1)C(=O)O)(F)F ((S)-1-(3-trifluoromethyl-benzenesulfonyl)-piperidine-2-carboxylic acid), C([O-])(O)=O.[Na+] (sodium bicarbonate). Run in ClCCl (dichloromethane). Run at time 17 hour. The product is COC=1C=C(C=CC1OC)C[C@@H](C(NC1CCOCC1)=O)NC(=O)[C@H]1N(CCCC1)S(=O)(=O)C1=CC(=CC=C1)C(F)(F)F ((S)-1-(3-Trifluoromethyl-benzenesulfonyl)-piperidine-2-carboxylic acid [(S)-2-(3,4-dimethoxy-phenyl)-1-(tetrahydro-pyran-4-ylcarbamoyl)-ethyl]-amide). Isolated yield 86.2%. Reaction SMILES: [NH2:1][C@:2](C1CCOCC1)([CH2:6][C:7]1[CH:12]=[CH:11][C:10]([O:13][CH3:14])=[C:9]([O:15][CH3:16])[CH:8]=1)[C:3]([NH2:5])=[O:4].[F:23][C:24]([F:44])([F:43])[C:25]1[CH:26]=[C:27]([S:31]([N:34]2[CH2:39][CH2:38][CH2:37][CH2:36][C@H:35]2[C:40](O)=[O:41])(=[O:33])=[O:32])[CH:28]=[CH:29][CH:30]=1.[C:45](=[O:48])(O)[O-].[Na+].[CH:50]1[CH:55]=NC2N(O)N=N[C:52]=2[CH:51]=1.CCN=C=NCCCN(C)C>ClCCl>[CH3:16][O:15][C:9]1[CH:8]=[C:7]([CH2:6][C@H:2]([NH:1][C:40]([C@@H:35]2[CH2:36][CH2:37][CH2:38][CH2:39][N:34]2[S:31]([C:27]2[CH:28]=[CH:29][CH:30]=[C:25]([C:24]([F:23])([F:43])[F:44])[CH:26]=2)(=[O:33])=[O:32])=[O:41])[C:3](=[O:4])[NH:5][CH:50]2[CH2:55][CH2:45][O:48][CH2:52][CH2:51]2)[CH:12]=[CH:11][C:10]=1[O:13][CH3:14] |f:2.3|. Reported procedure: To a solution of 90 mg (0.29 mmol) of (S)-2-amino-3-(3,4-dimethoxy-phenyl)-(tetrahydropyran-4-yl)-propionamide and 98 mg (0.29 mmol) of (S)-1-(3-trifluoromethyl-benzenesulfonyl)-piperidine-2-carboxylic acid in 2 ml of dichloromethane was added 25 mg (0.29 mmol) of sodium bicarbonate followed by 40 mg (0.29 mmol) of HOAT and 56 mg (0.29 mmol) of EDCI. The mixture was stirred at room temperature for 17 hours after which it was purified by flash chromatography on silica gel, eluting with 50-100% et... As a reaction SMILES: [F:1][C:2]([F:9])([F:8])[C:3]([O:5]CC)=O.C[O-].[Na+].[O:13]1[C:21]2[C:16](=[CH:17][CH:18]=[CH:19][CH:20]=2)[C:15](=[O:22])[CH2:14]1.Cl>CCOCC>[F:9][C:2]([F:1])([F:8])[C:3]([CH:14]1[C:15](=[O:22])[C:16]2[C:21](=[CH:20][CH:19]=[CH:18][CH:17]=2)[O:13]1)=[O:5] |f:1.2|. The product is FC(C(=O)C1OC2=CC=CC=C2C1=O)(F)F (2-(trifluoroacetyl)-3-coumaranone). Solvent: CCOCC (ether). Conditions: time 19 hour. Starting materials: Cl (HCl), FC(C(=O)OCC)(F)F (Ethyl trifluoroacetate), O1CC(C2=CC=CC=C12)=O (3-coumaranone), C[O-].[Na+] (sodium methoxide). Reported procedure: Ethyl trifluoroacetate (1.90 g, 14 mmol) was dissolved in ether (15 mL) and treated with sodium methoxide (25%) (3.67 g, 17 mmol). To the stirred solution was added 3-coumaranone (1.50 g, 11 mmol). The reaction was stirred at room temperature overnight (19 hours) and treated with 3N HCl (8 mL). The organic layer was collected, washed with brine, dried over MgSO4, and concentrated in vacuo to give a reddish brown solid (2.19 g, 85%): mp 108°-111° C.; 1H NMR (CDCl3) 300 MHz 7.84 (d, J=8.1 Hz, 1H) ... The yield is 86.5%.